Dataset: the Open Reaction Database (ORD), a public repository of structured organic reaction records. Task: describe an organic reaction: reactants, conditions, products, and yield Reactants: C(C)(C)(C)OC(C(C)(C)SC=1SC=C(N1)CCN)=O (2-{[4-(2-aminoethyl)-1,3-thiazol-2-yl]thio}-2-methylpropionic acid tert-butyl ester), FC(C(=O)O)(F)F (trifluoroacetic acid), FC=1C=C(C(C#N)=CC1)C#N (4-fluorophthalonitrile). The solvent is ClCCl (dichloromethane). Reaction conditions: time 12 hour. Yields the product C(#N)C=1C=C(C=CC1C#N)N(CCC=1N=C(SC1)SC(C(=O)O)(C)C)CCCCCCC (2-[(4-{2-[(3,4-dicyanophenyl)(heptyl)amino]ethyl}-1,3-thiazol-2-yl)thio]-2-methylpropionic acid). As a reaction SMILES: C([O:5][C:6](=[O:19])[C:7]([S:10][C:11]1[S:12][CH:13]=[C:14]([CH2:16][CH2:17][NH2:18])[N:15]=1)([CH3:9])[CH3:8])(C)(C)C.F[C:21]1[CH:22]=[C:23]([C:29]#[N:30])[C:24](=[CH:27][CH:28]=1)[C:25]#[N:26].F[C:32](F)(F)[C:33](O)=O>ClCCl>[C:29]([C:23]1[CH:22]=[C:21]([N:18]([CH2:27][CH2:28][CH2:21][CH2:22][CH2:23][CH2:32][CH3:33])[CH2:17][CH2:16][C:14]2[N:15]=[C:11]([S:10][C:7]([CH3:8])([CH3:9])[C:6]([OH:5])=[O:19])[S:12][CH:13]=2)[CH:28]=[CH:27][C:24]=1[C:25]#[N:26])#[N:30]. Procedure details: The compound obtained using 2-{[4-(2-aminoethyl)-1,3-thiazol-2-yl]thio}-2-methylpropionic acid tert-butyl ester synthesized in Example 7 and 4-fluorophthalonitrile as starting materials and by operations similar to those of Example 265-1 and Example 265-2 was treated with dichloromethane and trifluoroacetic acid, and the mixture was stirred at room temperature for 12 hr. The reaction solution was concentrated under reduced pressure, and the residue was purified by high performance liquid chromat... The reactants are 2D, C(C)(C)(C)OC(=O)N(C)CC=1C=C(C=CC1S(=O)(=O)C(C)C)NC(CCCC1=CC=C(C=C1)B(O)O)=O (4-(4-(3-((tert-Butoxycarbonyl(methyl)amino)methyl)-4-(isopropylsulfonyl)phenylamino)-4-oxobutyl)phenylboronic acid), NC=1C=C2C=CN=C(C2=CC1)N(C(=O)OC(C)(C)C)C(=O)OC(C)(C)C (6-Amino-1-(di-tert-butoxycarbonylamino)isoquinoline), O.C(C=O)(=O)O (glyoxylic acid monohydrate). Product: C(C)(C)(C)OC(=O)N(C1=NC=CC2=CC(=CC=C12)NC(C(=O)O)C1=CC=C(C=C1)CCCC(=O)NC1=CC(=C(C=C1)S(=O)(=O)C(C)C)CN(C)C(=O)OC(C)(C)C)C(=O)OC(C)(C)C (2-(1-(bis(tert-Butoxycarbonyl)amino)isoquinolin-6-ylamino)-2-(4-(4-(3-((tert-butoxycarbonyl(methyl)amino)methyl)-4-(isopropylsulfonyl)phenylamino)-4-oxobutyl)phenyl)acetic acid). Reaction SMILES: [C:1]([O:5][C:6]([N:8]([CH2:10][C:11]1[CH:12]=[C:13]([NH:23][C:24](=[O:37])[CH2:25][CH2:26][CH2:27][C:28]2[CH:33]=[CH:32][C:31](B(O)O)=[CH:30][CH:29]=2)[CH:14]=[CH:15][C:16]=1[S:17]([CH:20]([CH3:22])[CH3:21])(=[O:19])=[O:18])[CH3:9])=[O:7])([CH3:4])([CH3:3])[CH3:2].[NH2:38][C:39]1[CH:40]=[C:41]2[C:46](=[CH:47][CH:48]=1)[C:45]([N:49]([C:57]([O:59][C:60]([CH3:63])([CH3:62])[CH3:61])=[O:58])[C:50]([O:52][C:53]([CH3:56])([CH3:55])[CH3:54])=[O:51])=[N:44][CH:43]=[CH:42]2.O.[C:65]([OH:69])(=[O:68])[CH:66]=O>>[C:60]([O:59][C:57]([N:49]([C:50]([O:52][C:53]([CH3:54])([CH3:55])[CH3:56])=[O:51])[C:45]1[C:46]2[C:41](=[CH:40][C:39]([NH:38][CH:66]([C:31]3[CH:32]=[CH:33][C:28]([CH2:27][CH2:26][CH2:25][C:24]([NH:23][C:13]4[CH:14]=[CH:15][C:16]([S:17]([CH:20]([CH3:22])[CH3:21])(=[O:19])=[O:18])=[C:11]([CH2:10][N:8]([C:6]([O:5][C:1]([CH3:4])([CH3:3])[CH3:2])=[O:7])[CH3:9])[CH:12]=4)=[O:37])=[CH:29][CH:30]=3)[C:65]([OH:69])=[O:68])=[CH:48][CH:47]=2)[CH:42]=[CH:43][N:44]=1)=[O:58])([CH3:63])([CH3:62])[CH3:61] |f:2.3|. Procedure: Using a procedure analogous to that used to prepare 2D, 18C (0.151 g, 0.28 mmol) was reacted with Intermediate 1 (0.101 g, 0.28 mmol) and glyoxylic acid monohydrate (0.026 g, 0.28 mmol) to give, after purification by reverse phase HPLC, 18D (168 mg, 66%) as a yellow glass.